From a dataset of the Open Reaction Database (ORD), a public repository of structured organic reaction records. describe an organic reaction: reactants, conditions, products, and yield Reactants: C(C1=CC=CC=C1)ONC(=O)[C@@H](C\C=C\C1=CC=CC=C1)[C@H](C(=O)NNCC(CC)CC)CC(C)C ((E)-2(R)-[1(S)-(benzyloxycarbamoyl)-4-phenyl-3-butenyl]-2′-(2-ethylbutyl)-4-methylvalerohydrazide), N1(N=CN=C1)CC(=O)O (1,2,4-triazole-1-acetic acid). The product is C(C1=CC=CC=C1)ONC(=O)[C@@H](C\C=C\C1=CC=CC=C1)[C@H](C(=O)NN(C(CN1N=CN=C1)=O)CC(CC)CC)CC(C)C ((E)-2(R)-[1(S)-(benzyloxycarbamoyl)-4-phenyl-3-butenyl]-2′-(2-ethylbutyl)-4-methyl-2′-[2-(1H-1,2,4-triazol-1-yl)acetyl]valerohydrazide). As a reaction SMILES: [CH2:1]([O:8][NH:9][C:10]([C@H:12]([C@@H:22]([CH2:33][CH:34]([CH3:36])[CH3:35])[C:23]([NH:25][NH:26][CH2:27][CH:28]([CH2:31][CH3:32])[CH2:29][CH3:30])=[O:24])[CH2:13]/[CH:14]=[CH:15]/[C:16]1[CH:21]=[CH:20][CH:19]=[CH:18][CH:17]=1)=[O:11])[C:2]1[CH:7]=[CH:6][CH:5]=[CH:4][CH:3]=1.[N:37]1([CH2:42][C:43](O)=[O:44])[CH:41]=[N:40][CH:39]=[N:38]1>>[CH2:1]([O:8][NH:9][C:10]([C@H:12]([C@@H:22]([CH2:33][CH:34]([CH3:36])[CH3:35])[C:23]([NH:25][N:26]([CH2:27][CH:28]([CH2:29][CH3:30])[CH2:31][CH3:32])[C:43](=[O:44])[CH2:42][N:37]1[CH:41]=[N:40][CH:39]=[N:38]1)=[O:24])[CH2:13]/[CH:14]=[CH:15]/[C:16]1[CH:21]=[CH:20][CH:19]=[CH:18][CH:17]=1)=[O:11])[C:2]1[CH:3]=[CH:4][CH:5]=[CH:6][CH:7]=1. Reported procedure: In a manner analogous to that described in Example 8 from (E)-2(R)-[1(S)-(benzyloxycarbamoyl)-4-phenyl-3-butenyl]-2′-(2-ethylbutyl)-4-methylvalerohydrazide and using 1,2,4-triazole-1-acetic acid in place of N-tert-butoxycarbonyl-β-alanine there was obtained (E)-2(R)-[1(S)-(benzyloxycarbamoyl)-4-phenyl-3-butenyl]-2′-(2-ethylbutyl)-4-methyl-2′-[2-(1H-1,2,4-triazol-1-yl)acetyl]valerohydrazide.